Dataset: the Open Reaction Database (ORD), a public repository of structured organic reaction records. Task: describe an organic reaction: reactants, conditions, products, and yield Starting materials: C(C1=CC=CC=C1)N([C@H]1[C@H](OC2=C(NC1=O)C=C(C=C2)F)CC)CC2=CC=CC=C2 ((−)-(6R,7S)-7-dibenzylamino-6-ethyl-2-fluoro-6,7-dihydro-9H-5-oxa-9-aza-benzocyclohepten-8-one). The reagents and catalysts are [Pd] (Pd/C). Solvent: CO (methanol). Product: N[C@H]1[C@H](OC2=C(NC1=O)C=C(C=C2)F)CC ((6R,7S)-7-Amino-6-ethyl-2-fluoro-6,7-dihydro-9H-5-oxa-9-aza-benzocyclohepten-8-one). Reaction SMILES: C([N:8](CC1C=CC=CC=1)[C@@H:9]1[C:15](=[O:16])[NH:14][C:13]2[CH:17]=[C:18]([F:21])[CH:19]=[CH:20][C:12]=2[O:11][C@@H:10]1[CH2:22][CH3:23])C1C=CC=CC=1>CO.[Pd]>[NH2:8][C@@H:9]1[C:15](=[O:16])[NH:14][C:13]2[CH:17]=[C:18]([F:21])[CH:19]=[CH:20][C:12]=2[O:11][C@@H:10]1[CH2:22][CH3:23]. Procedure details: The title compound was prepared in quantitative yield by hydrogenation of (−)-(6R,7S)-7-dibenzylamino-6-ethyl-2-fluoro-6,7-dihydro-9H-5-oxa-9-aza-benzocyclohepten-8-one in methanol with Pd/C (10%), MS m/e (%): 225.3 (M+H+, 100). The product is CC1=C(C=C(C=C1)S(=O)(=O)Cl)[N+](=O)[O-] (4-methyl-3-nitro benzenesulfonyl chloride). Reported procedure: Placed chlorosulfonic acid (128 mL, 1.91 mmol) in a 500 mL four necked round bottomed flask. Then added 2-nitro toluene (65 mL, 0.547 mmol) drop wise, under stirring in 25 minutes at 25° C. The reaction mass was heated at 85° C. for 3 hours. Quenched the reaction mass into ice cold water and extracted with ethylacetate (4×250 mL), the combined organic layer was washed with brine solution (1×100 mL), dried over anhydrous sodium sulfate and solvent was removed under reduced pressure to obtain syru... As a reaction SMILES: [Cl:1][S:2]([OH:5])(=O)=[O:3].[N+:6]([C:9]1[CH:14]=[CH:13][CH:12]=[CH:11][C:10]=1[CH3:15])([O-:8])=[O:7]>>[CH3:15][C:10]1[CH:11]=[CH:12][C:13]([S:2]([Cl:1])(=[O:5])=[O:3])=[CH:14][C:9]=1[N+:6]([O-:8])=[O:7]. Run in four. Starting materials: ClS(=O)(=O)O (chlorosulfonic acid), [N+](=O)([O-])C1=C(C=CC=C1)C (2-nitro toluene). Conditions: temperature 85 celsius. Reaction conditions: time 1 hour. Reagents/catalysts: [Rh] (rhodium). Procedure details: To a solution of 3,4,6-trifluoro-2-methoxybenzaldehyde (Preparation 29, 0.118 g, 0.000280 mol) and potassium carbonate (0.097 g, 0.000702 mol) in dimethyl sulfoxide (3.5 mL) was added 4-chloro-3-(trifluoromethyl)phenol (0.0565 g, 0.000287 mol) portion wise. The reaction mixture was stirred at room temperature under nitrogen for 1 hour. The reaction was diluted with ethyl acetate (15.0 mL) and washed twice with water (10.0 mL). The organic layer was separated, dried with sodium sulphate, filtered... The product is ClC1=C(C=C(OC2=C(C(=C(C(=O)NS(=O)(=O)C)C(=C2)F)OC)F)C=C1)C(F)(F)F (4-[4-chloro-3-(trifluoromethyl)phenoxy]-3,6-difluoro-2-methoxy-N-(methylsulfonyl)benzamide). Run in C(C)(=O)OCC (ethyl acetate), CS(=O)C (dimethyl sulfoxide). Reaction SMILES: [F:1][C:2]1[C:3]([O:12][CH3:13])=[C:4]([C:7]([F:11])=[CH:8][C:9]=1F)[CH:5]=[O:6].C(=O)([O-])[O-].[K+].[K+].[Cl:20][C:21]1[CH:26]=[CH:25][C:24]([OH:27])=[CH:23][C:22]=1[C:28]([F:31])([F:30])[F:29].[CH3:32][S:33]([NH2:36])(=[O:35])=[O:34].C(C(OC1C(OC(C(C)(C)C)=O)=C(I)C=CC=1)=O)(C)(C)C>CS(C)=O.C(OCC)(=O)C.[Rh]>[Cl:20][C:21]1[CH:26]=[CH:25][C:24]([O:27][C:9]2[CH:8]=[C:7]([F:11])[C:4]([C:5]([NH:36][S:33]([CH3:32])(=[O:35])=[O:34])=[O:6])=[C:3]([O:12][CH3:13])[C:2]=2[F:1])=[CH:23][C:22]=1[C:28]([F:29])([F:30])[F:31] |f:1.2.3|. Yield: 22.8%. The reactants are alpha′-tetramethyl-1,3-benzenedipropionic acid, CS(=O)(=O)N (methanesulfonamide), C(C)(C)(C)C(=O)OC=1C(=C(C=CC1)I)OC(=O)C(C)(C)C (bis(tert-butylcarbonyloxy)iodobenzene), FC=1C(=C(C=O)C(=CC1F)F)OC (3,4,6-trifluoro-2-methoxybenzaldehyde), C([O-])([O-])=O.[K+].[K+] (potassium carbonate), ClC1=C(C=C(C=C1)O)C(F)(F)F (4-chloro-3-(trifluoromethyl)phenol). Starting materials: [Si](C)(C)(C(C)(C)C)OC[C@@H]1[C@@H](C(N1)=O)NC(C1=CC=CC=C1)(C1=CC=CC=C1)C1=CC=CC=C1 ((3S,4S)-4-t-Butyldimethylsilyloxymethyl-3-tritylaminoazetidinone), CN(C)C=O (DMF), BrCC(=O)OCC1=CC=C(C=C1)OC (4 -methoxybenzyl bromoacetate), C([O-])([O-])=O.[Cs+].[Cs+] (Cesium carbonate). The solvent is C(C)#N (acetonitrile), C(C)(=O)OCC (ethyl acetate). Yields the product [Si](C)(C)(C(C)(C)C)OC[C@@H]1[C@@H](C(N1CC(=O)OCC1=CC=C(C=C1)OC)=O)NC(C1=CC=CC=C1)(C1=CC=CC=C1)C1=CC=CC=C1 (4-Methoxybenzyl 2-[(3S,4S)-4-t-Butyldimethylsilyloxymethyl-2-oxo-3-tritylaminoazetidin-1-yl]acetate). The yield is 75.8%. As a reaction SMILES: [Si:1]([O:8][CH2:9][C@H:10]1[NH:13][C:12](=[O:14])[C@H:11]1[NH:15][C:16]([C:29]1[CH:34]=[CH:33][CH:32]=[CH:31][CH:30]=1)([C:23]1[CH:28]=[CH:27][CH:26]=[CH:25][CH:24]=1)[C:17]1[CH:22]=[CH:21][CH:20]=[CH:19][CH:18]=1)([C:4]([CH3:7])([CH3:6])[CH3:5])([CH3:3])[CH3:2].CN(C=O)C.C(=O)([O-])[O-].[Cs+].[Cs+].Br[CH2:47][C:48]([O:50][CH2:51][C:52]1[CH:57]=[CH:56][C:55]([O:58][CH3:59])=[CH:54][CH:53]=1)=[O:49]>C(#N)C.C(OCC)(=O)C>[Si:1]([O:8][CH2:9][C@H:10]1[N:13]([CH2:47][C:48]([O:50][CH2:51][C:52]2[CH:53]=[CH:54][C:55]([O:58][CH3:59])=[CH:56][CH:57]=2)=[O:49])[C:12](=[O:14])[C@H:11]1[NH:15][C:16]([C:29]1[CH:30]=[CH:31][CH:32]=[CH:33][CH:34]=1)([C:23]1[CH:24]=[CH:25][CH:26]=[CH:27][CH:28]=1)[C:17]1[CH:18]=[CH:19][CH:20]=[CH:21][CH:22]=1)([C:4]([CH3:7])([CH3:6])[CH3:5])([CH3:3])[CH3:2] |f:2.3.4|. Procedure details: (3S,4S)-4-t-Butyldimethylsilyloxymethyl-3-tritylaminoazetidinone (IV), (1.67 g) [H. Mastalerz et al., J. Med. Chem., 1988, 31, 1190] as a suspension in acetonitrile (40 ml) was treated with DMF (20 ml) to obtain a clear solution. Cesium carbonate (1.29 g) followed by 4 -methoxybenzyl bromoacetate (1.19 g) were added and the mixture vigorously stirred overnight. T.l.c. analysis showed no starting material, the solution was diluted with ethyl acetate and washed with water (4×), brine and then drie...